The task is: describe an organic reaction: reactants, conditions, products, and yield. This data is from the Open Reaction Database (ORD), a public repository of structured organic reaction records. The reactants are Cc1cc(C2=NOC(c3cc(Cl)cc(Cl)c3)(C(F)(F)F)C2)sc1C(C)N=[N+]=[N-], C1CCOC1, O, c1ccc(P(c2ccccc2)c2ccccc2)cc1. Yields the product Cc1cc(C2=NOC(c3cc(Cl)cc(Cl)c3)(C(F)(F)F)C2)sc1C(C)N. Reaction SMILES: [N:2](=[N+:3]=[N-:4])[CH:5]([CH3:6])[c:7]1[c:8]([CH3:29])[cH:9][c:10]([C:12]2=[N:13][O:14][C:15]([C:17]([F:18])([F:19])[F:20])([c:21]3[cH:22][c:23]([Cl:28])[cH:24][c:25]([Cl:27])[cH:26]3)[CH2:16]2)[s:11]1.[O:49]1[CH2:50][CH2:51][CH2:52][CH2:53]1.[OH2:1].[c:30]1([P:31]([c:32]2[cH:33][cH:34][cH:35][cH:36][cH:37]2)[c:38]2[cH:39][cH:40][cH:41][cH:42][cH:43]2)[cH:44][cH:45][cH:46][cH:47][cH:48]1>>[NH2:2][CH:5]([CH3:6])[c:7]1[c:8]([CH3:29])[cH:9][c:10]([C:12]2=[N:13][O:14][C:15]([C:17]([F:18])([F:19])[F:20])([c:21]3[cH:22][c:23]([Cl:28])[cH:24][c:25]([Cl:27])[cH:26]3)[CH2:16]2)[s:11]1. The reactants are COCCBr, CC(C)(C)NS(=O)(=O)c1ccc(I)cc1, [H-], [I-], [Na+], [Na+], CN(C)C=O. Product: COCCN(C(C)(C)C)S(=O)(=O)c1ccc(I)cc1. Reaction SMILES: [Br:18][CH2:19][CH2:20][O:21][CH3:22].[C:3]([CH3:4])([CH3:5])([CH3:6])[NH:7][S:8](=[O:9])(=[O:10])[c:11]1[cH:12][cH:13][c:14]([I:17])[cH:15][cH:16]1.[H-:1].[I-:24].[Na+:23].[Na+:2].[O:25]=[CH:26][N:27]([CH3:28])[CH3:29]>>[C:3]([CH3:4])([CH3:5])([CH3:6])[N:7]([S:8](=[O:9])(=[O:10])[c:11]1[cH:12][cH:13][c:14]([I:17])[cH:15][cH:16]1)[CH2:19][CH2:20][O:21][CH3:22]. Starting materials: Cl, Cl, NC1CN2CCC1CC2, O=C(O)C=Cc1ccccn1. Product: O=C(C=Cc1ccccn1)NC1CN2CCC1CC2. As a reaction SMILES: [ClH:1].[ClH:2].[N:3]12[CH2:4][CH:5]([NH2:11])[CH:6]([CH2:7][CH2:8]1)[CH2:9][CH2:10]2.[n:12]1[c:13]([CH:18]=[CH:19][C:20](=[O:21])[OH:22])[cH:14][cH:15][cH:16][cH:17]1>>[N:3]12[CH2:4][CH:5]([NH:11][C:20]([CH:19]=[CH:18][c:13]3[n:12][cH:17][cH:16][cH:15][cH:14]3)=[O:21])[CH:6]([CH2:7][CH2:8]1)[CH2:9][CH2:10]2. The reactants are NC1CCN(CC1)CC1=CC=CC=C1 (4-Amino-1-benzylpiperidine), N,N'-diisopropylethyl amine, ClC1=NC=C(C=C1)C(=O)OC (methyl 2-chloropyridine-5-carboxylate). Solvent: CN(C)C=O (DMF). Reaction conditions: temperature 75 celsius, time 12 hour. Product: COC(C1=CN=C(C=C1)NC1CCN(CC1)CC1=CC=CC=C1)=O (6-(1-Benzyl-piperidin-4-ylamino)-nicotinic acid methyl ester). The yield is 45.4%. Reaction SMILES: [NH2:1][CH:2]1[CH2:7][CH2:6][N:5]([CH2:8][C:9]2[CH:14]=[CH:13][CH:12]=[CH:11][CH:10]=2)[CH2:4][CH2:3]1.Cl[C:16]1[CH:21]=[CH:20][C:19]([C:22]([O:24][CH3:25])=[O:23])=[CH:18][N:17]=1>CN(C=O)C>[CH3:25][O:24][C:22](=[O:23])[C:19]1[CH:20]=[CH:21][C:16]([NH:1][CH:2]2[CH2:7][CH2:6][N:5]([CH2:8][C:9]3[CH:14]=[CH:13][CH:12]=[CH:11][CH:10]=3)[CH2:4][CH2:3]2)=[N:17][CH:18]=1. Procedure details: 4-Amino-1-benzylpiperidine (30 mL, 150 mmol) and N,N'-diisopropylethyl amine (25 mL, 150 mmol) were added sequentially to a solution of methyl 2-chloropyridine-5-carboxylate (5 g, 29.1 mmol) in DMF (20 mL) at 25° C. The mixture was stirred at 75° C. for 12 h. The reaction mixture was then evaporated and diluted with a mixture of sat. NaCl (aq)/EtOAc (100 mL, v/v, 50:50). The aqueous layer was extracted with more EtOAc (3×50 mL). The combined organic layers were dried (Na2SO4), filtered, and conc... Starting materials: CC(C)O (iPrOH), O=C1CC2CCC(C1)C2C(=O)O (3-Oxo-bicyclo[3.2.1]octane-8-carboxylic acid), [OH-].[K+] (KOH), Cl.NC1=C(C(NC(N1)=O)=O)N (diaminouracil HCl), CCN(C(C)C)C(C)C (DIEA). Run in C(CCl)Cl (EDC), C(Cl)Cl (CH2Cl2). The product is O=C1CC2CCC(C1)C2C2=NC=1N(C(N(C(C1N2)=O)CCC)=O)CCC (8-(3-Oxo-bicyclo[3.2.1]oct-8-yl)-1,3-dipropyl-3,7-dihydro-purine-2,6-dione). Reaction SMILES: [O:1]=[C:2]1[CH2:8][CH:7]2[CH:9]([C:10](O)=O)[CH:4]([CH2:5][CH2:6]2)[CH2:3]1.Cl.[NH2:14][C:15]1[NH:20][C:19](=[O:21])[NH:18][C:17](=[O:22])[C:16]=1[NH2:23].CCN(C(C)C)[CH:27]([CH3:29])[CH3:28].[OH-].[K+].[CH3:35][CH:36](O)[CH3:37]>C(Cl)Cl.C(Cl)CCl>[O:1]=[C:2]1[CH2:3][CH:4]2[CH:9]([C:10]3[NH:23][C:16]4[C:17](=[O:22])[N:18]([CH2:28][CH2:27][CH3:29])[C:19](=[O:21])[N:20]([CH2:35][CH2:36][CH3:37])[C:15]=4[N:14]=3)[CH:7]([CH2:6][CH2:5]2)[CH2:8]1 |f:1.2,4.5|. Reported procedure: 3-Oxo-bicyclo[3.2.1]octane-8-carboxylic acid (205 mg) from step 1 was coupled to diaminouracil HCl (395 mg) using EDC (287 mg) in CH2Cl2 in the presence of DIEA (490 mg) and cyclized in iPrOH (50 ml), 1N KOH (10 ml) at reflux overnight. The crude product was purified on silica column. Yield (210 mg). Mass (ES+ 359). Starting materials: resultant mixture, BrC=1C=C2C(C(=O)NC2=O)=CC1 (4-bromophthalimide), C([O-])([O-])=O.[K+].[K+] (potassium carbonate), BrCC(=O)OC (methyl bromoacetate). Run in CC(=O)C (acetone). The product is COC(CN1C(C2=CC=C(C=C2C1=O)Br)=O)=O ((5-Bromo-1,3-dioxo-1,3-dihydro-isoindol-2-yl)-acetic acid methyl ester). As a reaction SMILES: [Br:1][C:2]1[CH:3]=[C:4]2[C:9](=[O:10])[NH:8][C:6](=[O:7])[C:5]2=[CH:11][CH:12]=1.C(=O)([O-])[O-].[K+].[K+].Br[CH2:20][C:21]([O:23][CH3:24])=[O:22]>CC(C)=O>[CH3:24][O:23][C:21](=[O:22])[CH2:20][N:8]1[C:9](=[O:10])[C:4]2[C:5](=[CH:11][CH:12]=[C:2]([Br:1])[CH:3]=2)[C:6]1=[O:7] |f:1.2.3|. Reported procedure: 50.3 g of 4-bromophthalimide, 92.0 g of potassium carbonate, and 24.5 ml of methyl bromoacetate were added to 888 ml of acetone. The resultant mixture was heated to reflux temperature for 24 h, and then cooled to room temperature. The mixture was filtered through a fine glass frit to remove all solid material, and the solution was then concentrated under vacuum to provide 66 g of the desired product, a white solid; 1H NMR (CDCl3): δ=3.76 (s, 3H), 4.43 (s, 2H), 7.71-7.75 (m, 1H), 7.85-7.90 (dd, 1...